Dataset: the Open Reaction Database (ORD), a public repository of structured organic reaction records. Task: describe an organic reaction: reactants, conditions, products, and yield Starting materials: ClC=1C=C(N)C=CC1 (3-Chloroaniline), N(=O)[O-].[Na+] (sodium nitrite), F[B-](F)(F)F.[Na+] (sodium tetrafluoroborate). Solvent: O (water), Cl (hydrochloric acid), Cl (hydrochloric acid). Reaction conditions: time 10 minute. Product: F[B-](F)(F)F.ClC=1C=C(C=CC1)[N+]#N (3-Chlorobenzenediazonium Tetrafluoroborate). The yield is 74.1%. As a reaction SMILES: [Cl:1][C:2]1[CH:3]=[C:4]([CH:6]=[CH:7][CH:8]=1)[NH2:5].[N:9]([O-])=O.[Na+].[F:13][B-:14]([F:17])([F:16])[F:15].[Na+]>O.Cl>[F:13][B-:14]([F:17])([F:16])[F:15].[Cl:1][C:2]1[CH:3]=[C:4]([N+:5]#[N:9])[CH:6]=[CH:7][CH:8]=1 |f:1.2,3.4,7.8|. Procedure details: 3-Chloroaniline (2.0 g) was dissolved in a mixed solvent of water (30 ml) and concentrated hydrochloric acid (3.5 ml), and sodium nitrite (1.30 g) was added under ice cooling to stir the mixture for 10 minutes. After concentrated hydrochloric acid (5.3 ml) and sodium tetrafluoroborate (6.90 g) were added to the reaction mixture to stir the mixture for 30 minutes under ice cooling, precipitate was collected by filtration and washed with water, methanol and diethyl ether to obtain the title compou... The reactants are CC(C)N(CCN1C(=O)C(=O)c2cc(Cl)ccc21)C(C)C, Cl, NNC(N)=O. The product is CC(C)N(CCN1C(=O)C(=NNC(N)=O)c2cc(Cl)ccc21)C(C)C. As a reaction SMILES: [Cl:1][c:2]1[cH:3][c:4]2[c:8]([cH:9][cH:10]1)[N:7]([CH2:11][CH2:12][N:13]([CH:14]([CH3:15])[CH3:16])[CH:17]([CH3:18])[CH3:19])[C:6](=[O:20])[C:5]2=[O:21].[ClH:22].[NH2:23][NH:24][C:25](=[O:26])[NH2:27]>>[Cl:1][c:2]1[cH:3][c:4]2[c:8]([cH:9][cH:10]1)[N:7]([CH2:11][CH2:12][N:13]([CH:14]([CH3:15])[CH3:16])[CH:17]([CH3:18])[CH3:19])[C:6](=[O:20])[C:5]2=[N:23][NH:24][C:25](=[O:26])[NH2:27]. Starting materials: CC1=CN=CC2=CC=CC(=C12)OC1CCN(CC1)C(=O)OC(C)(C)C (4-(4-methyl-5-isoquinolyl)oxy-1-(tert-butoxycarbonyl)piperidine), Cl.CO (hydrogen chloride methanol). Yields the product Cl.CC1=CN=CC2=CC=CC(=C12)OC1CCNCC1 (4-[(4-methyl-5-isoquinolyl)oxy]piperidine hydrochloride). Reaction SMILES: [CH3:1][C:2]1[C:11]2[C:6](=[CH:7][CH:8]=[CH:9][C:10]=2[O:12][CH:13]2[CH2:18][CH2:17][N:16](C(OC(C)(C)C)=O)[CH2:15][CH2:14]2)[CH:5]=[N:4][CH:3]=1.[ClH:26].CO>>[ClH:26].[CH3:1][C:2]1[C:11]2[C:6](=[CH:7][CH:8]=[CH:9][C:10]=2[O:12][CH:13]2[CH2:18][CH2:17][NH:16][CH2:15][CH2:14]2)[CH:5]=[N:4][CH:3]=1 |f:1.2,3.4|. Procedure details: According to the method of Example 1, Step C, deprotection was performed (room temperature, 2 hours) by using Intermediate 128 (604 mg) and 10% hydrogen chloride/methanol solution (20 ml). The solvent was evaporated under reduced pressure, and the residue was added with methanol (5 ml) and diethyl ether (15 ml). The deposited precipitates were collected by filtration and washed with diethyl ether to obtain the title compound (513 mg). The reactants are OC1=CC=C2CCN(CC2=C1)CC#C (7-Hydroxy-N-propargyl-1,2,3,4-tetrahydroisoquinoline), OC1=CC=C2CCN(CC2=C1)CC1CC1 (7-Hydroxy-N-cyclopropylmethyl-1,2,3,4-tetrahydroisoquinoline), N,N-dialkylcarbamyl chloride, N1(CCCCC1)C(=O)Cl (piperidinyl carbonyl chloride), ( VII ), ( IV ), C(C)N(C(=O)Cl)C (N-ethyl-N-methyl-carbamoyl chloride), N1(CCOCC1)C(=O)Cl (morpholine carbonyl chloride), N1(CCCC1)C(=O)Cl (pyrrolidine carbonyl chloride), ( 10a-d ), R2-CO—Cl. The solvent is CC#N (CH3CN). The product is C1NCCC2=CC=CC=C12 (1,2,3,4-tetrahydroisoquinoline). Reaction SMILES: O[C:2]1[CH:11]=[C:10]2[C:5]([CH2:6][CH2:7][N:8](CC#C)[CH2:9]2)=[CH:4][CH:3]=1.OC1C=C2C(CCN(CC3CC3)C2)=CC=1.C(N(C)C(Cl)=O)C.N1(C(Cl)=O)CCCC1.N1(C(Cl)=O)CCCCC1.N1(C(Cl)=O)CCOCC1>CC#N>[CH2:9]1[C:10]2[C:5](=[CH:4][CH:3]=[CH:2][CH:11]=2)[CH2:6][CH2:7][NH:8]1. Procedure: Finally, 7-Hydroxy-N-propargyl-1,2,3,4-tetrahydroisoquinoline (8) and 7-Hydroxy-N-cyclopropylmethyl-1,2,3,4-tetrahydroisoquinoline (9), were added in a solution of N,N-dialkylcarbamyl chloride analogous compound (R2-CO—Cl) (10a-d) in CH3CN, wherein R2 represents, respectively, N-Ethyl-N-methyl amino, 1-Pyrrolidyl, 1-Piperidinyl or 1-Morpholinyl; said R2 possesses a structure of formula (IV), (V), (VI) or (VII), respectively; as such, analogous compound (R2-CO—Cl) (10a-d) were N-ethyl-N-methyl-ca... The reactants are C([O-])([O-])=O.[K+].[K+] (potassium carbonate), BrCC(=O)OC (methyl bromoacetate), crude product, OCCN1CCC2=C(C=CC=C12)OCC1=CC=CC=C1 (1-(2-hydroxyethyl)-4-benzyloxyindoline), [H][H] (hydrogen), [Cl-].[NH4+] (ammonium chloride). Reagents/catalysts: [Pd] (Pd/C). The solvent is CN(C)C=O (DMF), C(C)O (ethanol). Yields the product OCCN1CCC2=C(C=CC=C12)OCC(=O)OC (Methyl (1-(2-hydroxyethyl)indoline-4-yloxy)acetate). The yield is 45.0%. RXN SMILES: [OH:1][CH2:2][CH2:3][N:4]1[C:12]2[C:7](=[C:8]([O:13]CC3C=CC=CC=3)[CH:9]=[CH:10][CH:11]=2)[CH2:6][CH2:5]1.[H][H].C(=O)([O-])[O-].[K+].[K+].Br[CH2:30][C:31]([O:33][CH3:34])=[O:32].[Cl-].[NH4+]>C(O)C.CN(C=O)C.[Pd]>[OH:1][CH2:2][CH2:3][N:4]1[C:12]2[C:7](=[C:8]([O:13][CH2:30][C:31]([O:33][CH3:34])=[O:32])[CH:9]=[CH:10][CH:11]=2)[CH2:6][CH2:5]1 |f:2.3.4,6.7|. Reported procedure: Under argon atmosphere, 1-(2-hydroxyethyl)-4-benzyloxyindoline (369 mg) was dissolved in ethanol and the obtained solution was stirred at room temperature. To this solution, 5% Pd/C (46 mg) was added and the atmosphere in the reaction vessel was replaced with hydrogen. After confirming vanishment of the materials, the atmosphere of the reaction vessel was replaced with argon. Solids were removed by filtration through Celite and the solvent was removed under reduced pressure to obtain a crude pro... Reactants: ice water, C1=CC=CC=C1 (benzene), CNC(=O)NC1=CC(=NO1)C(C)(C)C (1-methyl-3-(3-t-butyl-5-isoxazolyl)-urea), C(CCC)SCl (butylsulfenyl chloride), resultant mixture. Run in N1=CC=CC=C1 (pyridine). Conditions: time 8 hour. Yields the product CN(C(=O)NC1=CC(=NO1)C(C)(C)C)SCCCC (1-methyl-1-butylthio-3-(3-t-butyl-5-isoxazolyl)urea). The yield is 2.2%. Reaction SMILES: [CH3:1][NH:2][C:3]([NH:5][C:6]1[O:10][N:9]=[C:8]([C:11]([CH3:14])([CH3:13])[CH3:12])[CH:7]=1)=[O:4].[CH2:15]([S:19]Cl)[CH2:16][CH2:17][CH3:18].C1C=CC=CC=1>N1C=CC=CC=1>[CH3:1][N:2]([S:19][CH2:15][CH2:16][CH2:17][CH3:18])[C:3]([NH:5][C:6]1[O:10][N:9]=[C:8]([C:11]([CH3:14])([CH3:13])[CH3:12])[CH:7]=1)=[O:4]. Procedure details: To a solution of 1-methyl-3-(3-t-butyl-5-isoxazolyl)-urea (0.99 g) in pyridine (8 ml), butylsulfenyl chloride (0.67 g) is added dropwise at -30° to -40° C., and the resultant mixture is stirred at the same temperature for 6 hours. The reaction mixture is allowed to stand at room temperature overnight, poured into ice water and shaken with benzene. The organic layer is washed with 3% hydrochloric acid, 5% aqueous sodium bicarbonate solution and water in that order, dried over anhydrous sodium sul...